Dataset: the Open Reaction Database (ORD), a public repository of structured organic reaction records. Task: describe an organic reaction: reactants, conditions, products, and yield Starting materials: CCCCOCCOc1ccc(-c2ccc3c(c2)C=C(C(=O)Nc2ccc(SCCSc4nccn4C)cc2)CCN3CC(C)C)cc1, ClCCl, O=C(OO)c1cccc(Cl)c1, [Na+], [Na+], O=S([O-])([O-])=S. The product is CCCCOCCOc1ccc(-c2ccc3c(c2)C=C(C(=O)Nc2ccc(S(=O)CCSc4nccn4C)cc2)CCN3CC(C)C)cc1. Reaction SMILES: [CH2:1]([CH2:2][CH2:3][CH3:4])[O:5][CH2:6][CH2:7][O:8][c:9]1[cH:10][cH:11][c:12](-[c:15]2[cH:16][cH:17][c:18]3[c:19]([cH:48]2)[CH:20]=[C:21]([C:29](=[O:30])[NH:31][c:32]2[cH:33][cH:34][c:35]([S:38][CH2:39][CH2:40][S:41][c:42]4[n:43]([CH3:47])[cH:44][cH:45][n:46]4)[cH:36][cH:37]2)[CH2:22][CH2:23][N:24]3[CH2:25][CH:26]([CH3:27])[CH3:28])[cH:13][cH:14]1.[CH2:67]([Cl:68])[Cl:69].[Cl:49][c:50]1[cH:51][cH:52][cH:53][c:54]([C:55]([O:56][OH:58])=[O:57])[cH:59]1.[Na+:65].[Na+:66].[S:60]([O-:61])([O-:62])(=[O:63])=[S:64]>>[CH2:1]([CH2:2][CH2:3][CH3:4])[O:5][CH2:6][CH2:7][O:8][c:9]1[cH:10][cH:11][c:12](-[c:15]2[cH:16][cH:17][c:18]3[c:19]([cH:48]2)[CH:20]=[C:21]([C:29](=[O:30])[NH:31][c:32]2[cH:33][cH:34][c:35]([S:38]([CH2:39][CH2:40][S:41][c:42]4[n:43]([CH3:47])[cH:44][cH:45][n:46]4)=[O:57])[cH:36][cH:37]2)[CH2:22][CH2:23][N:24]3[CH2:25][CH:26]([CH3:27])[CH3:28])[cH:13][cH:14]1. Starting materials: COC(=O)C1=CC2=C(N=CN2)C=C1 (5-methoxycarbonylbenzimidazole), [H-].[Na+] (NaH), C1(=CC=CC=C1)[C@H](C)NC1=NC=CC(=N1)Cl (2-[(S)-1-phenylethylamino]-4-chloro-pyrimidine). The solvent is CN(C)C=O (DMF), CN(C)C=O (DMF). Conditions: temperature 80 celsius. Product: C1(=CC=CC=C1)[C@H](C)NC1=NC=CC(=N1)N1C=NC2=C1C=C(C=C2)C(=O)OC (2-[(S)-1-phenylethylamino]-4-[6-(methoxycarbonyl)benzimidazol-1-yl]pyrimidine), C1(=CC=CC=C1)[C@H](C)NC1=NC=CC(=N1)N1C=NC2=C1C=CC(=C2)C(=O)OC (2-[(S)-1-phenylethylamino]-4-[5-(methoxycarbonyl)benzimidazol-1-yl]pyrimidine). As a reaction SMILES: [CH3:1][O:2][C:3]([C:5]1[CH:13]=[CH:12][C:8]2[N:9]=[CH:10][NH:11][C:7]=2[CH:6]=1)=[O:4].[H-].[Na+].[C:16]1([C@@H:22]([NH:24][C:25]2[N:30]=[C:29](Cl)[CH:28]=[CH:27][N:26]=2)[CH3:23])[CH:21]=[CH:20][CH:19]=[CH:18][CH:17]=1>CN(C=O)C>[C:16]1([C@@H:22]([NH:24][C:25]2[N:26]=[C:27]([N:11]3[C:7]4[CH:6]=[C:5]([C:3]([O:2][CH3:1])=[O:4])[CH:13]=[CH:12][C:8]=4[N:9]=[CH:10]3)[CH:28]=[CH:29][N:30]=2)[CH3:23])[CH:21]=[CH:20][CH:19]=[CH:18][CH:17]=1.[C:16]1([C@@H:22]([NH:24][C:25]2[N:26]=[C:27]([N:9]3[C:8]4[CH:12]=[CH:13][C:5]([C:3]([O:2][CH3:1])=[O:4])=[CH:6][C:7]=4[N:11]=[CH:10]3)[CH:28]=[CH:29][N:30]=2)[CH3:23])[CH:21]=[CH:20][CH:19]=[CH:18][CH:17]=1 |f:1.2|. Reported procedure: To a solution of 5-methoxycarbonylbenzimidazole (66 mg, 0.375 mmol, 1 eq) in DMF (2 mL) was added NaH (15 mg, 0.375 mmol, 1 eq). The mixture was stirred until gas evolution ceased. To the DMF solution was added 2-[(S)-1-phenylethylamino]-4-chloro-pyrimidine (87.5 mg, 0.375 mmol, 1 eq). The mixture was heated to 80° C. and stirred for several hours. The DMF was removed under reduced pressure and the residue was diluted with ethyl acetate and washed with water. The aqueous layer was back extracted...